Dataset: the Open Reaction Database (ORD), a public repository of structured organic reaction records. Task: describe an organic reaction: reactants, conditions, products, and yield The reactants are C(C1=CC=2OCOC2C=C1)N (piperonylamine), C1COS(=O)(=O)C1 (1,3-propane sultone). Run in CC(=O)C (acetone). Product: C(C1=CC=2OCOC2C=C1)NCCCS(=O)(=O)O (3-piperonylamino-1-propanesulfonic acid). As a reaction SMILES: [CH2:1]([NH2:11])[C:2]1[CH:10]=[CH:9][C:8]2[O:7][CH2:6][O:5][C:4]=2[CH:3]=1.[CH2:12]1[CH2:18][S:15](=[O:17])(=[O:16])[O:14][CH2:13]1>CC(C)=O>[CH2:1]([NH:11][CH2:13][CH2:12][CH2:18][S:15]([OH:17])(=[O:16])=[O:14])[C:2]1[CH:10]=[CH:9][C:8]2[O:7][CH2:6][O:5][C:4]=2[CH:3]=1. Procedure details: To a solution of piperonylamine (2.5 mL, 19.8 mmol) in acetone (30 mL) was added 1,3-propane sultone (2.52 g, 20.8 mmol). The mixture stirred at reflux for 2 hours. The reaction mixture was cooled to room temperature. The solid material was collected by filtration, washed with acetone (2×25 mL) and dried in vacuo. The product was suspended in 90% Acetone/MeOH (75 mL). The suspension was stirred at reflux for 30 sec., the solid was collected by filtration and dried in vacuo. This allowed the isol... The reactants are O=C([O-])[O-], CC1(C)OB(c2cc[nH]n2)OC1(C)C, [Cs+], [Cs+], N#Cc1c(O)c2c(-c3ccc(I)cc3)csc2[nH]c1=O, CN(C)C=O, C1COCCO1, c1ccc(P(c2ccccc2)(c2ccccc2)[Pd](P(c2ccccc2)(c2ccccc2)c2ccccc2)(P(c2ccccc2)(c2ccccc2)c2ccccc2)P(c2ccccc2)(c2ccccc2)c2ccccc2)cc1. RXN SMILES: [C:21](=[O:22])([O-:23])[O-:24].[CH3:27][C:28]1([CH3:29])[C:30]([CH3:31])([CH3:32])[O:33][B:34]([c:35]2[n:36][nH:37][cH:38][cH:39]2)[O:40]1.[Cs+:25].[Cs+:26].[I:1][c:2]1[cH:3][cH:4][c:5](-[c:8]2[cH:9][s:10][c:11]3[nH:12][c:13](=[O:20])[c:14]([C:18]#[N:19])[c:15]([OH:17])[c:16]23)[cH:6][cH:7]1.[O:41]=[CH:42][N:43]([CH3:44])[CH3:45].[O:46]1[CH2:47][CH2:48][O:49][CH2:50][CH2:51]1.[cH:52]1[cH:53][cH:54][c:55]([P:56]([Pd:57]([P:58]([c:59]2[cH:60][cH:61][cH:62][cH:63][cH:64]2)([c:65]2[cH:66][cH:67][cH:68][cH:69][cH:70]2)[c:71]2[cH:72][cH:73][cH:74][cH:75][cH:76]2)([P:77]([c:78]2[cH:79][cH:80][cH:81][cH:82][cH:83]2)([c:84]2[cH:85][cH:86][cH:87][cH:88][cH:89]2)[c:90]2[cH:91][cH:92][cH:93][cH:94][cH:95]2)[P:96]([c:97]2[cH:98][cH:99][cH:100][cH:101][cH:102]2)([c:103]2[cH:104][cH:105][cH:106][cH:107][cH:108]2)[c:109]2[cH:110][cH:111][cH:112][cH:113][cH:114]2)([c:115]2[cH:116][cH:117][cH:118][cH:119][cH:120]2)[c:121]2[cH:122][cH:123][cH:124][cH:125][cH:126]2)[cH:127][cH:128]1>>[c:2]1(-[c:35]2[n:36][nH:37][cH:38][cH:39]2)[cH:3][cH:4][c:5](-[c:8]2[cH:9][s:10][c:11]3[nH:12][c:13](=[O:20])[c:14]([C:18]#[N:19])[c:15]([OH:17])[c:16]23)[cH:6][cH:7]1. Product: N#Cc1c(O)c2c(-c3ccc(-c4cc[nH]n4)cc3)csc2[nH]c1=O. Reactants: CO, Cl, CC(C)(C=O)SC(F)(F)F, NO, [Na+], [Na+], O=C([O-])[O-], O. The product is CC(C)(C=NO)SC(F)(F)F. Reaction SMILES: [CH3:20][OH:21].[ClH:1].[F:10][C:11]([S:12][C:13]([CH:14]=[O:15])([CH3:16])[CH3:17])([F:18])[F:19].[NH2:2][OH:3].[Na+:4].[Na+:5].[O-:6][C:7](=[O:8])[O-:9].[OH2:22]>>[N:2]([OH:3])=[CH:14][C:13]([S:12][C:11]([F:10])([F:18])[F:19])([CH3:16])[CH3:17]. The reactants are B, CCCCCCSc1nc(C=O)cc(C(F)(F)F)n1, C1COCCN1, CC(=O)O, CCO, c1ccncc1. Product: CCCCCCSc1nc(CN2CCOCC2)cc(C(F)(F)F)n1. As a reaction SMILES: [BH3:36].[CH2:1]([CH2:2][CH2:3][CH2:4][CH2:5][CH3:6])[S:7][c:8]1[n:9][c:10]([C:16]([F:17])([F:18])[F:19])[cH:11][c:12]([CH:14]=[O:15])[n:13]1.[CH2:20]1[CH2:21][O:22][CH2:23][CH2:24][NH:25]1.[CH3:26][C:27](=[O:28])[OH:29].[CH3:37][CH2:38][OH:39].[n:30]1[cH:31][cH:32][cH:33][cH:34][cH:35]1>>[CH2:1]([CH2:2][CH2:3][CH2:4][CH2:5][CH3:6])[S:7][c:8]1[n:9][c:10]([C:16]([F:17])([F:18])[F:19])[cH:11][c:12]([CH2:14][N:25]2[CH2:20][CH2:21][O:22][CH2:23][CH2:24]2)[n:13]1. Starting materials: C1CCOC1, CC1(C)OCC(CO)O1, CCCCCCC, CC(C)OC(=O)N=NC(=O)OC(C)C, O=C(OCc1ccccc1)c1ccc(O)cc1, c1ccc(P(c2ccccc2)c2ccccc2)cc1. The product is CC1(C)OCC(COc2ccc(C(=O)OCc3ccccc3)cc2)O1. RXN SMILES: [CH2:60]1[O:61][CH2:62][CH2:63][CH2:64]1.[CH3:51][C:52]1([CH3:59])[O:53][CH2:54][CH:55]([CH2:57][OH:58])[O:56]1.[CH3:65][CH2:66][CH2:67][CH2:68][CH2:69][CH2:70][CH3:71].[O:20]=[C:21]([O:22][CH:23]([CH3:24])[CH3:25])[N:26]=[N:27][C:28]([O:29][CH:30]([CH3:31])[CH3:32])=[O:33].[OH:34][c:35]1[cH:36][cH:37][c:38]([C:39](=[O:40])[O:41][CH2:42][c:43]2[cH:44][cH:45][cH:46][cH:47][cH:48]2)[cH:49][cH:50]1.[c:1]1([P:2]([c:3]2[cH:4][cH:5][cH:6][cH:7][cH:8]2)[c:9]2[cH:10][cH:11][cH:12][cH:13][cH:14]2)[cH:15][cH:16][cH:17][cH:18][cH:19]1>>[O:34]([c:35]1[cH:36][cH:37][c:38]([C:39](=[O:40])[O:41][CH2:42][c:43]2[cH:44][cH:45][cH:46][cH:47][cH:48]2)[cH:49][cH:50]1)[CH2:57][CH:55]1[CH2:54][O:53][C:52]([CH3:51])([CH3:59])[O:56]1. Starting materials: [OH-].[Na+] (NaOH), [OH-].[Na+] (NaOH), Cl (HCl), OC1=CC=C(C(=O)O)C=C1 (para-hydroxybenzoic acid), C(CCCCCCCC)(=O)Cl (nonanoyl chloride), Cl (HCl). Run in C(C)(C)O (isopropanol), O (water). Reaction conditions: temperature 25 celsius, time 1 hour. Yields the product C(CCCCCCCC)(=O)OC1=CC=C(C(=O)O)C=C1 (Para-Nonanoyloxybenzoic Acid). Reaction SMILES: [OH:1][C:2]1[CH:10]=[CH:9][C:5]([C:6]([OH:8])=[O:7])=[CH:4][CH:3]=1.[OH-].[Na+].[C:13](Cl)(=[O:22])[CH2:14][CH2:15][CH2:16][CH2:17][CH2:18][CH2:19][CH2:20][CH3:21].Cl>O.C(O)(C)C>[C:13]([O:1][C:2]1[CH:10]=[CH:9][C:5]([C:6]([OH:8])=[O:7])=[CH:4][CH:3]=1)(=[O:22])[CH2:14][CH2:15][CH2:16][CH2:17][CH2:18][CH2:19][CH2:20][CH3:21] |f:1.2|. Procedure: 69.1 g (0.5 mol) of para-hydroxybenzoic acid were first dissolved in 200 ml of water and 300 ml of isopropanol and this solution was adjusted to a pH of 10.5 at 20 to 25° C. using 87.4 g of NaOH solution (32% strength by weight aqueous solution, 0.7 mol). Metered into this solution then at a pH of 10.5, over the course of three hours, were 88.3 g (0.5 mol) of nonanoyl chloride. The pH was held at 10.5 using 40.5 g of NaOH solution (32% strength by weight aqueous solution, 0.324 mol), and the tem... Reactants: ClC=1C=C(C=CC1Cl)CCC(=O)O (3-(3,4-dichlorophenyl)-propionic acid). Run in S(=O)(Cl)Cl (thionyl chloride). Run at temperature 50 celsius, time 30 minute. Yields the product ClC=1C=C2CCC(C2=CC1Cl)=O (5,6-dichloro-2,3-dihydro-1H-inden-1-one). RXN SMILES: [Cl:1][C:2]1[CH:3]=[C:4]([CH2:9][CH2:10][C:11]([OH:13])=O)[CH:5]=[CH:6][C:7]=1[Cl:8]>S(Cl)(Cl)=O>[Cl:1][C:2]1[CH:3]=[C:4]2[C:5](=[CH:6][C:7]=1[Cl:8])[C:11](=[O:13])[CH2:10][CH2:9]2. Procedure details: A mixture of 20 g of 3-(3,4-dichlorophenyl)-propionic acid [J. Med. Chem., Vol. 16(2) (1973), p. 101-106] and 100 ml of thionyl chloride was refluxed for 30 minutes and the thionyl chloride was then evaporated. The residue was taken up in 20 ml of methylene chloride and the solution was poured into a suspension of 20 g of aluminum chloride in 150 ml of methylene chloride. The mixture was stirred for one hour at room temperature and 30 minutes at 50° C. The mixture was poured over ice and was sti...